Task: describe an organic reaction: reactants, conditions, products, and yield. Dataset: the Open Reaction Database (ORD), a public repository of structured organic reaction records Reactants: C(C)(=O)O[BH-](OC(C)=O)OC(C)=O (triacetoxy borohydride), C1(CC1)CN(C1=CC(=NC=N1)C(=O)NC1=C(C=C(C=C1)C=O)C)CCC (6-((cyclopropylmethyl)(propyl)amino)-N-(4-formyl-2-methylphenyl)pyrimidine-4-carboxamide), C1(CC1)CN(C1=CC(=NC=N1)C(=O)NC1=C(C=C(C=C1)C=O)C)CCC (6-((cyclopropylmethyl)(propyl)amino)-N-(4-formyl-2-methylphenyl)pyrimidine-4-carboxamide), COCCN (2-methoxyethanamine). The solvent is C(Cl)Cl (DCM). Reaction conditions: time 15 hour. Yields the product C1(CC1)CN(C1=CC(=NC=N1)C(=O)NC1=C(C=C(C=C1)CNCCOC)C)CCC (6-[(cyclopropylmethyl)(propyl)amino]-N-(4-{[(2-methoxyethyl)amino]methyl}-2-methylphenyl)pyrimidine-4-carboxamide). RXN SMILES: [CH:1]1([CH2:4][N:5]([CH2:24][CH2:25][CH3:26])[C:6]2[N:11]=[CH:10][N:9]=[C:8]([C:12]([NH:14][C:15]3[CH:20]=[CH:19][C:18]([CH:21]=O)=[CH:17][C:16]=3[CH3:23])=[O:13])[CH:7]=2)[CH2:3][CH2:2]1.[CH3:27][O:28][CH2:29][CH2:30][NH2:31].C(O[BH-](OC(=O)C)OC(=O)C)(=O)C>C(Cl)Cl>[CH:1]1([CH2:4][N:5]([CH2:24][CH2:25][CH3:26])[C:6]2[N:11]=[CH:10][N:9]=[C:8]([C:12]([NH:14][C:15]3[CH:20]=[CH:19][C:18]([CH2:21][NH:31][CH2:30][CH2:29][O:28][CH3:27])=[CH:17][C:16]=3[CH3:23])=[O:13])[CH:7]=2)[CH2:3][CH2:2]1. Procedure: A solution of 6-((cyclopropylmethyl)(propyl)amino)-N-(4-formyl-2-methylphenyl)pyrimidine-4-carboxamide (Intermediate 29, 100 mg; 0.28 mmol) in DCM (5 ml) was treated with 2-methoxyethanamine (Aldrich, 112.7 mg; 0.42 mmol) followed by polymer supported triacetoxy borohydride (150 mg). After stirring for 15 hours the mixture was filtered and the solvent removed in vacuo. The residue was purified by column chromatography (silica) eluting with petroleum ether containing increasing amounts of EtOAc t...